This data is from the Open Reaction Database (ORD), a public repository of structured organic reaction records. The task is: describe an organic reaction: reactants, conditions, products, and yield Reactants: C(C=CC1=CC=CC=C1)(=O)SC1=CC=CC=C1 (S-phenyl thiocinnamate), [Cl-].[Al+3].[Cl-].[Cl-] (aluminum chloride). Reaction conditions: temperature 85 celsius. Yields the product O1C(=S)C=CC2=CC=CC=C12 (Thiocoumarin). Yield: 55.0%. As a reaction SMILES: [C:1]([S:11]C1C=CC=CC=1)(=[O:10])[CH:2]=[CH:3][C:4]1[CH:9]=[CH:8][CH:7]=[CH:6][CH:5]=1.[Cl-].[Al+3].[Cl-].[Cl-]>>[O:10]1[C:9]2[C:4](=[CH:5][CH:6]=[CH:7][CH:8]=2)[CH:3]=[CH:2][C:1]1=[S:11] |f:1.2.3.4|. Reported procedure: A mixture of S-phenyl thiocinnamate (14.0 g, 58.25 mmol) and aluminum chloride (39 g) was stirred and heated at 85° C. for 3 hours. The hot reaction mixture was poured carefully over ice, then was extracted with ethyl acetate (3×300 mL), washed with brine (200 mL), dried (MgSO4) and was concentrated. The residue was recrystallized from hexane-ethyl acetate to afford 5.2 g (52%) of the desired product as pale yellow crystals. Starting materials: Cl.NCC=1N(C(C2=CC=C(C=C2C1C1=CC=CC=C1)/C=C/C(=O)N)=O)CC(C)C ((E)-3-[3-(Aminomethyl)-2-isobutyl-1-oxo-4-phenyl-1,2-dihydro-6-isoquinolinyl]-2-propenamide hydrochloride), Example 159 ( 6 ), C([O-])([O-])=O.[K+].[K+] (potassium carbonate). Solvent: O (water). Yields the product NCC=1N(C(C2=CC=C(C=C2C1C1=CC=CC=C1)/C=C/C(=O)N)=O)CC(C)C ((E)-3-[3-(aminomethyl)-2-isobutyl-1-oxo-4-phenyl-1,2-dihydro-6-isoquinolinyl]-2-propenamide). The yield is 53.3%. As a reaction SMILES: Cl.[NH2:2][CH2:3][C:4]1[N:5]([CH2:26][CH:27]([CH3:29])[CH3:28])[C:6](=[O:25])[C:7]2[C:12]([C:13]=1[C:14]1[CH:19]=[CH:18][CH:17]=[CH:16][CH:15]=1)=[CH:11][C:10](/[CH:20]=[CH:21]/[C:22]([NH2:24])=[O:23])=[CH:9][CH:8]=2.C(=O)([O-])[O-].[K+].[K+]>O>[NH2:2][CH2:3][C:4]1[N:5]([CH2:26][CH:27]([CH3:29])[CH3:28])[C:6](=[O:25])[C:7]2[C:12]([C:13]=1[C:14]1[CH:19]=[CH:18][CH:17]=[CH:16][CH:15]=1)=[CH:11][C:10](/[CH:20]=[CH:21]/[C:22]([NH2:24])=[O:23])=[CH:9][CH:8]=2 |f:0.1,2.3.4|. Procedure details: (E)-3-[3-(Aminomethyl)-2-isobutyl-1-oxo-4-phenyl-1,2-dihydro-6-isoquinolinyl]-2-propenamide hydrochloride (Example 159 (6)) (0.13 g, 0.3 mmol) was dissolved in water (10 mL) and saturated aqueous potassium carbonate solution (10 mL) was added. The mixture was extracted with ethyl acetate. The extract was washed with brine, dried over anhydrous magnesium sulfate and concentrated under reduced pressure. The precipitated crystals were recrystallized from ethyl acetate-diisopropyl ether to give (E)-... Reactants: CCCC[N+](CCCC)(CCCC)CCCC, CS(=O)(=O)OCC1CN(c2ccc(-c3ccon3)cc2)C(=O)O1, CCOC(C)=O, [I-], [N-]=[N+]=[N-], [Na+], CN(C)C=O. Product: [N-]=[N+]=NCC1CN(c2ccc(-c3ccon3)cc2)C(=O)O1. As a reaction SMILES: [CH2:35]([N+:36]([CH2:37][CH2:38][CH2:39][CH3:40])([CH2:41][CH2:42][CH2:43][CH3:44])[CH2:45][CH2:46][CH2:47][CH3:48])[CH2:49][CH2:50][CH3:51].[CH3:1][S:2]([O:3][CH2:6][CH:7]1[CH2:8][N:9]([c:13]2[cH:14][cH:15][c:16](-[c:19]3[n:20][o:21][cH:22][cH:23]3)[cH:17][cH:18]2)[C:10](=[O:12])[O:11]1)(=[O:4])=[O:5].[CH3:28][CH2:29][O:30][C:31]([CH3:32])=[O:33].[I-:34].[N-:25]=[N+:26]=[N-:27].[Na+:24].[O:52]=[CH:53][N:54]([CH3:55])[CH3:56]>>[CH2:6]([CH:7]1[CH2:8][N:9]([c:13]2[cH:14][cH:15][c:16](-[c:19]3[n:20][o:21][cH:22][cH:23]3)[cH:17][cH:18]2)[C:10](=[O:12])[O:11]1)[N:25]=[N+:26]=[N-:27]. Starting materials: [H-].[Al+3].[Li+].[H-].[H-].[H-] (lithium aluminum hydride), CS(=O)(=O)C=1C=C(C(=O)O)C=CC1 (3-(Methylsulfonyl)benzoic acid), O (Water). Solvent: O1CCCC1 (tetrahydrofuran). Run at temperature 0 celsius, time 3 hour. The product is CS(=O)(=O)C=1C=C(C=CC1)CO ([3-(Methylsulfonyl)phenyl]methanol). The yield is 51.0%. RXN SMILES: [CH3:1][S:2]([C:5]1[CH:6]=[C:7]([CH:11]=[CH:12][CH:13]=1)[C:8](O)=[O:9])(=[O:4])=[O:3].[H-].[Al+3].[Li+].[H-].[H-].[H-].O>O1CCCC1>[CH3:1][S:2]([C:5]1[CH:6]=[C:7]([CH2:8][OH:9])[CH:11]=[CH:12][CH:13]=1)(=[O:3])=[O:4] |f:1.2.3.4.5.6|. Procedure details: 3-(Methylsulfonyl)benzoic acid (540 mg, 2.70 mmol) was dissolved in tetrahydrofuran (40 mL), and the resulting solution was cooled to 0° C. Then, lithium aluminum hydride (102 mg, 2.70 mmol) was added thereto, and the temperature of the resulting mixture was raised to room temperature, and the mixture was stirred for 3 hours. Water was added to the reaction solution, and the organic matter was extracted with ethyl acetate. The organic layer was washed with water and a saturated sodium chloride s...